Dataset: the Open Reaction Database (ORD), a public repository of structured organic reaction records. Task: describe an organic reaction: reactants, conditions, products, and yield Starting materials: C(=O)(O)C1=C(C=CC=C1)CC(=O)O (2-(2-Carboxyphenyl)acetic acid), ClC1=CC=C(N)C=C1 (4-chloroaniline). Solvent: C1(=CC(=CC(=C1)C)C)C (mesitylene). Yields the product ClC1=CC=C(C=C1)N1C(C2=CC=CC=C2CC1=O)=O (2-(4-chlorophenyl)isoquinoline-1,3(2H,4H)-dione). As a reaction SMILES: [C:1]([C:4]1[CH:9]=[CH:8][CH:7]=[CH:6][C:5]=1[CH2:10][C:11]([OH:13])=O)([OH:3])=O.[Cl:14][C:15]1[CH:21]=[CH:20][C:18]([NH2:19])=[CH:17][CH:16]=1>C1(C)C=C(C)C=C(C)C=1>[Cl:14][C:15]1[CH:21]=[CH:20][C:18]([N:19]2[C:11](=[O:13])[CH2:10][C:5]3[C:4](=[CH:9][CH:8]=[CH:7][CH:6]=3)[C:1]2=[O:3])=[CH:17][CH:16]=1. Procedure: 2-(2-Carboxyphenyl)acetic acid (9 g) and 4-chloroaniline (6.3 g) in mesitylene (200 ml) were heated at reflux for 18 h, under Dean and Stark conditions. On cooling, the crude product crystallised out and was filtered off. Recrystallisation from ethanol/ethyl acetate gave 2-(4-chlorophenyl)isoquinoline-1,3(2H,4H)-dione, m.p. 178°-180° C. A mixture of this product (2.8 g) and phosphoryl chloride (10 ml) was heated at reflux for 21 h, and excess phosphoryl chloride was then evaporated at reduced pr...